From a dataset of the Open Reaction Database (ORD), a public repository of structured organic reaction records. describe an organic reaction: reactants, conditions, products, and yield The reactants are C(C)(=O)O (acetic acid), [N+](=O)([O-])C=1C(=C(C=CC1CCBr)O)N (3-nitro-4-(β-bromoethyl)-aminophenol), CNC (dimethylamine), O (water). The product is [N+](=O)([O-])C=1C(=C(C=CC1N(C)C)O)NCC (3-nitro-4-(N,N-dimethylamino)-ethylaminophenol). As a reaction SMILES: [N+:1]([C:4]1[C:5]([NH2:14])=[C:6]([OH:13])[CH:7]=[CH:8][C:9]=1CCBr)([O-:3])=[O:2].[CH3:15][NH:16][CH3:17].O.[C:19](O)(=O)[CH3:20]>>[N+:1]([C:4]1[C:5]([NH:14][CH2:19][CH3:20])=[C:6]([OH:13])[CH:7]=[CH:8][C:9]=1[N:16]([CH3:17])[CH3:15])([O-:3])=[O:2]. Reported procedure: 0.0766 mol (20 g) of 3-nitro-4-(β-bromoethyl)-aminophenol is heated for 20 minutes, at 60° C., in 60 ml of a 40% strength aqueous solution of dimethylamine. The reaction medium is poured into 300 ml of iced water and then neutralised with acetic acid. The expected product precipitates. It is filtered off, washed with water and recrystallised from ethanol. After drying in vacuo, it melts at 151° C.